This data is from the Open Reaction Database (ORD), a public repository of structured organic reaction records. The task is: describe an organic reaction: reactants, conditions, products, and yield Reactants: CCCC[SnH](CCCC)CCCC, Cc1ccccc1, CCOC(=O)C(=NOC1CC1(Cl)Cl)C1(C)OCCO1, CC(C)(C#N)N=NC(C)(C)C#N. Product: CCOC(=O)C(=NOC1CC1Cl)C1(C)OCCO1. RXN SMILES: [CH2:20]([SnH:21]([CH2:22][CH2:23][CH2:24][CH3:25])[CH2:26][CH2:27][CH2:28][CH3:29])[CH2:30][CH2:31][CH3:32].[CH3:45][c:46]1[cH:47][cH:48][cH:49][cH:50][cH:51]1.[Cl:1][C:2]1([Cl:19])[CH:3]([O:5][N:6]=[C:7]([C:8](=[O:9])[O:10][CH2:11][CH3:12])[C:13]2([CH3:14])[O:15][CH2:16][CH2:17][O:18]2)[CH2:4]1.[N:33]([C:34]([CH3:35])([CH3:36])[C:37]#[N:38])=[N:39][C:40]([CH3:41])([CH3:42])[C:43]#[N:44]>>[Cl:1][CH:2]1[CH:3]([O:5][N:6]=[C:7]([C:8](=[O:9])[O:10][CH2:11][CH3:12])[C:13]2([CH3:14])[O:15][CH2:16][CH2:17][O:18]2)[CH2:4]1. The reactants are ClC1=CC=C(C=C1)C(CN1C(=CC(=C1)C(N(C)C)=O)C(=O)O)=O (1-[2-(4-chlorophenyl)-2-oxoethyl]-4-(dimethylcarbamoyl)-1H-pyrrole-2-carboxylic acid), C(CN)N (ethane-1,2-diamine). Solvent: O1CCOCC1 (1,4-dioxane). Product: ClC1=CC=C(C=C1)C12N(C(C=3N(C1)C=C(C3)C(=O)N(C)C)=O)CCN2 (10a-(4-chlorophenyl)-N,N-dimethyl-5-oxo-2,3,10,10a-tetrahydro-1H,5H-imidazo[1,2-a]pyrrolo[1,2-d]pyrazine-7-carboxamide). Isolated yield 26.8%. As a reaction SMILES: [Cl:1][C:2]1[CH:7]=[CH:6][C:5]([C:8](=O)[CH2:9][N:10]2[CH:14]=[C:13]([C:15](=[O:19])[N:16]([CH3:18])[CH3:17])[CH:12]=[C:11]2[C:20]([OH:22])=O)=[CH:4][CH:3]=1.[CH2:24]([NH2:27])[CH2:25][NH2:26]>O1CCOCC1>[Cl:1][C:2]1[CH:3]=[CH:4][C:5]([C:8]23[NH:27][CH2:24][CH2:25][N:26]2[C:20](=[O:22])[C:11]2[N:10]([CH:14]=[C:13]([C:15]([N:16]([CH3:17])[CH3:18])=[O:19])[CH:12]=2)[CH2:9]3)=[CH:6][CH:7]=1. Reported procedure: To a suspension of 1-[2-(4-chlorophenyl)-2-oxoethyl]-4-(dimethylcarbamoyl)-1H-pyrrole-2-carboxylic acid (90 mg, 0.27 mmol) in 1,4-dioxane (10 mL) was added ethane-1,2-diamine (0.1 mL, 1.5 mmol). The reaction mixture was heated at reflux 4 h (monitored by LCMS). The reaction mixture was then concentrated in vacuo to give an oil that was purified using flash chromatography (Biotage SP4, 12 g cartridge, 0-20% MeOH gradient in CH2Cl2) to give 10a-(4-chlorophenyl)-N,N-dimethyl-5-oxo-2,3,10,10a-tetrah... Reactants: [BH4-], CC1(C=O)CCC(c2ccc(OCc3ccccc3)cc2)=C(c2ccc(OCc3ccccc3)cc2)C1, CO, [Na+]. Yields the product CC1(CO)CCC(c2ccc(OCc3ccccc3)cc2)=C(c2ccc(OCc3ccccc3)cc2)C1. RXN SMILES: [BH4-:38].[CH3:1][C:2]1([CH:36]=[O:37])[CH2:3][C:4]([c:22]2[cH:23][cH:24][c:25]([O:28][CH2:29][c:30]3[cH:31][cH:32][cH:33][cH:34][cH:35]3)[cH:26][cH:27]2)=[C:5]([c:8]2[cH:9][cH:10][c:11]([O:14][CH2:15][c:16]3[cH:17][cH:18][cH:19][cH:20][cH:21]3)[cH:12][cH:13]2)[CH2:6][CH2:7]1.[CH3:40][OH:41].[Na+:39]>>[CH3:1][C:2]1([CH2:36][OH:37])[CH2:3][C:4]([c:22]2[cH:23][cH:24][c:25]([O:28][CH2:29][c:30]3[cH:31][cH:32][cH:33][cH:34][cH:35]3)[cH:26][cH:27]2)=[C:5]([c:8]2[cH:9][cH:10][c:11]([O:14][CH2:15][c:16]3[cH:17][cH:18][cH:19][cH:20][cH:21]3)[cH:12][cH:13]2)[CH2:6][CH2:7]1. Starting materials: COC(=O)COc1c(C(N)=O)sc(Br)c1Br, CN(C)C=O, CCOC(C)=O, Clc1nc(Cl)nc(Cl)n1, O. Product: COC(=O)COc1c(C#N)sc(Br)c1Br. Reaction SMILES: [CH3:1][O:2][C:3]([CH2:4][O:5][c:6]1[c:7]([C:13]([NH2:14])=[O:15])[s:8][c:9]([Br:12])[c:10]1[Br:11])=[O:16].[CH3:26][N:27]([CH3:28])[CH:29]=[O:30].[CH3:31][CH2:32][O:33][C:34](=[O:35])[CH3:36].[Cl:17][c:18]1[n:19][c:20]([Cl:21])[n:22][c:23]([Cl:24])[n:25]1.[OH2:37]>>[CH3:1][O:2][C:3]([CH2:4][O:5][c:6]1[c:7]([C:13]#[N:14])[s:8][c:9]([Br:12])[c:10]1[Br:11])=[O:16]. The reactants are [BH4-], [Ba+2], [O-][Cl+2]([O-])[O-], [O-][Cl+2]([O-])[O-], [Na+], C1CCOC1, O, O, NS(=O)(=O)c1cc2c(s1)S(=O)(=O)CC=C2. Reaction SMILES: [BH4-:26].[Ba+2:21].[Cl+2:17]([O-:18])([O-:19])[O-:20].[Cl+2:22]([O-:23])([O-:24])[O-:25].[Na+:27].[O:28]1[CH2:29][CH2:30][CH2:31][CH2:32]1.[OH2:16].[OH2:33].[s:1]1[c:2]([S:12](=[O:13])(=[O:14])[NH2:15])[cH:3][c:4]2[c:5]1[S:6](=[O:10])(=[O:11])[CH2:7][CH:8]=[CH:9]2>>[s:1]1[c:2]([S:12](=[O:13])(=[O:14])[NH2:15])[cH:3][c:4]2[c:5]1[S:6](=[O:10])(=[O:11])[CH2:7][CH:8]([OH:18])[CH:9]2[OH:16]. Yields the product NS(=O)(=O)c1cc2c(s1)S(=O)(=O)CC(O)C2O.